The task is: describe an organic reaction: reactants, conditions, products, and yield. This data is from the Open Reaction Database (ORD), a public repository of structured organic reaction records. Starting materials: ClC1=CC(=C(N)C=C1Cl)[N+](=O)[O-] (4,5-dichloro-2-nitroaniline), CN(C)C=O (DMF), C1CC(=O)N(C1=O)Br (NBS). Solvent: O (water). Run at temperature 25 celsius, time 2 day. Product: BrC=1C(=C(N)C=C(C1Cl)Cl)[N+](=O)[O-] (3-Bromo-4,5-dichloro-2-nitroaniline). Isolated yield 79.2%. As a reaction SMILES: [Cl:1][C:2]1[C:8]([Cl:9])=[CH:7][C:5]([NH2:6])=[C:4]([N+:10]([O-:12])=[O:11])[CH:3]=1.CN(C=O)C.C1C(=O)N([Br:25])C(=O)C1>O>[Br:25][C:3]1[C:4]([N+:10]([O-:12])=[O:11])=[C:5]([CH:7]=[C:8]([Cl:9])[C:2]=1[Cl:1])[NH2:6]. Procedure: The procedure of Mitchell and Williams, J. Org. Chem. 44:4733 (1979) was modified to obtain the title compound. A mixture of 4,5-dichloro-2-nitroaniline (1.59 g, 7.68 mmol, Aldrich), DMF (30 mL, dist. at reduced pressure) and NBS (1.51 g, 8.48 mmol, Aldrich) was stirred at room temperature (25° C.) for two days. The dark brown solution was poured into deionized water (200 mL) and allowed to set for 30 minuets. The mixture was filtered and the solids washed with deionized water giving 1.81 g (82....